This data is from the Open Reaction Database (ORD), a public repository of structured organic reaction records. The task is: describe an organic reaction: reactants, conditions, products, and yield The reactants are CC=1C=C(C=CC1OC)C=1NC=C(N1)C=1SC=CC1 (2-(3-Methyl-4-methoxyphenyl)-4-(2-thienyl)imidazole), C(Cl)(Cl)Cl (CHCl3). Yields the product ClC=1C=C(C=CC1O)C=1NC=C(N1)C=1SC=CC1 (2-(3-Chloro-4-hydroxyphenyl)-4-(2-thienyl)imidazole). Yield: 86.0%. RXN SMILES: C[C:2]1[CH:3]=[C:4]([C:10]2[NH:11][CH:12]=[C:13]([C:15]3[S:16][CH:17]=[CH:18][CH:19]=3)[N:14]=2)[CH:5]=[CH:6][C:7]=1[O:8]C.C(Cl)(Cl)[Cl:21]>>[Cl:21][C:2]1[CH:3]=[C:4]([C:10]2[NH:11][CH:12]=[C:13]([C:15]3[S:16][CH:17]=[CH:18][CH:19]=3)[N:14]=2)[CH:5]=[CH:6][C:7]=1[OH:8]. Procedure details: Compound 29 was prepared as described for 24 except that 28 was used in place of 23; 86% yield; m.p. 152°-3° C. (CHCl3). The reactants are C(CCCCCCCCCCC)N1C(=NC=C1)C (1-n-dodecyl-2-methylimidazole), C(CCCCCCCCCCC)Br (n-dodecyl bromide). Run in C(C)(C)O (i-propanol). Yields the product [Br-].C(CCCCCCCCCCC)N1C(N(C=C1)CCCCCCCCCCCC)C (1,3-di-n-dodecyl-2-methyl-imidazole bromide). As a reaction SMILES: [CH2:1]([N:13]1[CH:17]=[CH:16][N:15]=[C:14]1[CH3:18])[CH2:2][CH2:3][CH2:4][CH2:5][CH2:6][CH2:7][CH2:8][CH2:9][CH2:10][CH2:11][CH3:12].[CH2:19]([Br:31])[CH2:20][CH2:21][CH2:22][CH2:23][CH2:24][CH2:25][CH2:26][CH2:27][CH2:28][CH2:29][CH3:30]>C(O)(C)C>[Br-:31].[CH2:1]([N:13]1[CH:17]=[CH:16][N:15]([CH2:30][CH2:29][CH2:28][CH2:27][CH2:26][CH2:25][CH2:24][CH2:23][CH2:22][CH2:21][CH2:20][CH3:19])[CH:14]1[CH3:18])[CH2:2][CH2:3][CH2:4][CH2:5][CH2:6][CH2:7][CH2:8][CH2:9][CH2:10][CH2:11][CH3:12] |f:3.4|. Procedure details: 0.5 mole of 1-n-dodecyl-2-methylimidazole is dissolved in 250 ml of i-propanol and reacted with 0.6 mole of n-dodecyl bromide. The reaction mixture is heated for 10 hours with reflux. Upon separation of the solvent, the remaining residue is washed with ether, suctioned off, and dried. Reactants: C([O-])([O-])=O.[K+].[K+] (potassium carbonate), Cl.NC=1C=C(C=CC1)B(O)O (3-aminophenylboronic acid hydrochloride), C(CCC)OC=1C=C(C=CC1I)\C=C(\C(=O)OC)/OC (methyl (Z)-3-(3-butoxy-4-iodophenyl)-2-methoxyacrylate), O (water). Reagents/catalysts: C=1C=CC(=CC1)[P](C=2C=CC=CC2)(C=3C=CC=CC3)[Pd]([P](C=4C=CC=CC4)(C=5C=CC=CC5)C=6C=CC=CC6)([P](C=7C=CC=CC7)(C=8C=CC=CC8)C=9C=CC=CC9)[P](C=1C=CC=CC1)(C=1C=CC=CC1)C=1C=CC=CC1 (tetrakis(triphenylphosphine)palladium). Run in COCCOC (ethylene glycol dimethyl ether), C(C)(=O)OCC (ethyl acetate). Run at temperature 100 celsius. Yields the product NC=1C=C(C=CC1)C1=C(C=C(C=C1)\C=C(\C(=O)OC)/OC)OCCCC (methyl (Z)-3-(3′-amino-2-butoxybiphenyl-4-yl)-2-methoxyacrylate). The yield is 93.8%. RXN SMILES: C(=O)([O-])[O-].[K+].[K+].Cl.[NH2:8][C:9]1[CH:10]=[C:11](B(O)O)[CH:12]=[CH:13][CH:14]=1.[CH2:18]([O:22][C:23]1[CH:24]=[C:25](/[CH:30]=[C:31](\[O:36][CH3:37])/[C:32]([O:34][CH3:35])=[O:33])[CH:26]=[CH:27][C:28]=1I)[CH2:19][CH2:20][CH3:21].O>COCCOC.C1C=CC([P]([Pd]([P](C2C=CC=CC=2)(C2C=CC=CC=2)C2C=CC=CC=2)([P](C2C=CC=CC=2)(C2C=CC=CC=2)C2C=CC=CC=2)[P](C2C=CC=CC=2)(C2C=CC=CC=2)C2C=CC=CC=2)(C2C=CC=CC=2)C2C=CC=CC=2)=CC=1.C(OCC)(=O)C>[NH2:8][C:9]1[CH:10]=[C:11]([C:28]2[CH:27]=[CH:26][C:25](/[CH:30]=[C:31](\[O:36][CH3:37])/[C:32]([O:34][CH3:35])=[O:33])=[CH:24][C:23]=2[O:22][CH2:18][CH2:19][CH2:20][CH3:21])[CH:12]=[CH:13][CH:14]=1 |f:0.1.2,3.4,^1:48,50,69,88|. Procedure details: 11.2 mL (22.4 mmol) of aqueous 2 N potassium carbonate solution and 0.52 g (0.45 mmol) of tetrakis(triphenylphosphine)palladium are added to a solution of 1.87 g (10.8 mmol) of 3-aminophenylboronic acid hydrochloride and 3.5 g (9 mmol) of methyl (Z)-3-(3-butoxy-4-iodophenyl)-2-methoxyacrylate (prepared according to Example 24c) in 70 mL of ethylene glycol dimethyl ether. The reaction mixture is heated at 100° C. for 4 hours. After addition of 30 mL of water and extraction with ethyl acetate, the... Procedure: Tert-butyl 2-(2,3-dichloro-4-(3-oxo-3-(5-(4-(trifluoromethyl)phenyl)thien-2-yl)propyl)phenoxy)-butanoate is prepared from 3-(2,3-dichloro-4-hydroxyphenyl)-1-(5-(4-(trifluoromethyl)phenyl)thien-2-yl)propan-1-one and tert-butyl 2-bromobutanoate according to general procedure D. The product is ClC1=C(OC(C(=O)OC(C)(C)C)CC)C=CC(=C1Cl)CCC(C=1SC(=CC1)C1=CC=C(C=C1)C(F)(F)F)=O (Tert-butyl 2-(2,3-dichloro-4-(3-oxo-3-(5-(4-(trifluoromethyl)phenyl)thien-2-yl)propyl)phenoxy)-butanoate). Reactants: ClC1=C(C=CC(=C1Cl)O)CCC(=O)C=1SC(=CC1)C1=CC=C(C=C1)C(F)(F)F (3-(2,3-dichloro-4-hydroxyphenyl)-1-(5-(4-(trifluoromethyl)phenyl)thien-2-yl)propan-1-one), BrC(C(=O)OC(C)(C)C)CC (tert-butyl 2-bromobutanoate). Reaction SMILES: [Cl:1][C:2]1[C:7]([Cl:8])=[C:6]([OH:9])[CH:5]=[CH:4][C:3]=1[CH2:10][CH2:11][C:12]([C:14]1[S:15][C:16]([C:19]2[CH:24]=[CH:23][C:22]([C:25]([F:28])([F:27])[F:26])=[CH:21][CH:20]=2)=[CH:17][CH:18]=1)=[O:13].Br[CH:30]([CH2:38][CH3:39])[C:31]([O:33][C:34]([CH3:37])([CH3:36])[CH3:35])=[O:32]>>[Cl:8][C:7]1[C:2]([Cl:1])=[C:3]([CH2:10][CH2:11][C:12](=[O:13])[C:14]2[S:15][C:16]([C:19]3[CH:24]=[CH:23][C:22]([C:25]([F:27])([F:28])[F:26])=[CH:21][CH:20]=3)=[CH:17][CH:18]=2)[CH:4]=[CH:5][C:6]=1[O:9][CH:30]([CH2:38][CH3:39])[C:31]([O:33][C:34]([CH3:37])([CH3:36])[CH3:35])=[O:32].